From a dataset of the Open Reaction Database (ORD), a public repository of structured organic reaction records. describe an organic reaction: reactants, conditions, products, and yield Starting materials: BrCC(=O)C=1C=CC2=C(COC=3C=C4C(=CC23)CCCC4=O)C1 (3-(2-bromoacetyl)-10,11-dihydro-5H-dibenzo[c,g]chromen-8(9H)-one), COC(=O)N[C@H](C(=O)N1[C@@H](CC[C@@H]1C)C(=O)O)C(C)C ((2S,5S)-1-((S)-2-(methoxycarbonylamino)-3-methylbutanoyl)-5-methylpyrrolidine-2-carboxylic acid), CCN(C(C)C)C(C)C (DIPEA). The solvent is CC#N (MeCN), CCOC(=O)C (EtOAc). Run at temperature 60 celsius, time 4 hour. The product is COC(=O)N[C@H](C(=O)N1[C@@H](CC[C@@H]1C)C(=O)OCC(C=1C=CC2=C(COC=3C=C4C(=CC23)CCCC4=O)C1)=O)C(C)C ((2S,5S)-2-oxo-2-(8-oxo-8,9,10,11-tetrahydro-5H-dibenzo[c,g]chromen-3-yl)ethyl 1-((S)-2-(methoxycarbonylamino)-3-methylbutanoyl)-5-methylpyrrolidine-2-carboxylate). Isolated yield 99.6%. As a reaction SMILES: Br[CH2:2][C:3]([C:5]1[CH:6]=[CH:7][C:8]2[C:17]3[CH:16]=[C:15]4[CH2:18][CH2:19][CH2:20][C:21](=[O:22])[C:14]4=[CH:13][C:12]=3[O:11][CH2:10][C:9]=2[CH:23]=1)=[O:4].[CH3:24][O:25][C:26]([NH:28][C@@H:29]([CH:41]([CH3:43])[CH3:42])[C:30]([N:32]1[C@@H:36]([CH3:37])[CH2:35][CH2:34][C@H:33]1[C:38]([OH:40])=[O:39])=[O:31])=[O:27].CCN(C(C)C)C(C)C>CC#N.CCOC(C)=O>[CH3:24][O:25][C:26]([NH:28][C@@H:29]([CH:41]([CH3:43])[CH3:42])[C:30]([N:32]1[C@@H:36]([CH3:37])[CH2:35][CH2:34][C@H:33]1[C:38]([O:40][CH2:2][C:3](=[O:4])[C:5]1[CH:6]=[CH:7][C:8]2[C:17]3[CH:16]=[C:15]4[CH2:18][CH2:19][CH2:20][C:21](=[O:22])[C:14]4=[CH:13][C:12]=3[O:11][CH2:10][C:9]=2[CH:23]=1)=[O:39])=[O:31])=[O:27]. Reported procedure: To a solution of 3-(2-bromoacetyl)-10,11-dihydro-5H-dibenzo[c,g]chromen-8(9H)-one (750 mg, 2.02 mmol) in MeCN (20 mL) was added (2S,5S)-1-((S)-2-(methoxycarbonylamino)-3-methylbutanoyl)-5-methylpyrrolidine-2-carboxylic acid (600 mg, 2.09 mmol) and DIPEA (0.35 mL, 2.02 mmol) and the solution was heated to 60° C. After stirring for 4 h, the solution was cooled to rt, and diluted with EtOAc and washed successively with saturated aqueous NaHCO3 and brine. The organics were dried over MgSO4, filtered... The reactants are BrC=1SC=CC1C=O (2-bromo-thiophene-3-carbaldehyde), C1(=CC=CC=C1)CCC[Mg]Br (3-phenyl-propyl magnesium bromide). The product is BrC=1SC=CC1C(CCCC1=CC=CC=C1)O (1-(2-Bromo-thiophen-3-yl)-4-phenyl-butan-1-ol). As a reaction SMILES: [Br:1][C:2]1[S:3][CH:4]=[CH:5][C:6]=1[CH:7]=[O:8].[C:9]1([CH2:15][CH2:16][CH2:17][Mg]Br)[CH:14]=[CH:13][CH:12]=[CH:11][CH:10]=1>>[Br:1][C:2]1[S:3][CH:4]=[CH:5][C:6]=1[CH:7]([OH:8])[CH2:17][CH2:16][CH2:15][C:9]1[CH:14]=[CH:13][CH:12]=[CH:11][CH:10]=1. Reported procedure: Prepared according to the procedure described in Example 5, Step 1, using the following starting materials: 2-bromo-thiophene-3-carbaldehyde and 3-phenyl-propyl magnesium bromide. Starting materials: C1(O)=CC=C(O)C=C1 (hydroquinone), CC(C)(C)OC (MTBE), C1(=CC=CC=C1)S(=O)(=O)O (benzenesulphonic acid), CCCCCC (hexane). Reaction conditions: temperature 20 celsius. Product: C(C)(C)(C)C1=C(O)C=C(C(=C1)O)C(C)(C)C (2,5-di-tert-butylhydroquinone). The yield is 58.3%. As a reaction SMILES: [C:1]1([CH:8]=[CH:7][C:5]([OH:6])=[CH:4][CH:3]=1)[OH:2].[CH3:9][C:10](OC)([CH3:12])[CH3:11].[C:15]1(S(O)(=O)=O)[CH:20]=[CH:19]C=CC=1.[CH3:25]CCCCC>>[C:10]([C:3]1[CH:4]=[C:5]([OH:6])[C:7]([C:20]([CH3:19])([CH3:15])[CH3:25])=[CH:8][C:1]=1[OH:2])([CH3:12])([CH3:11])[CH3:9]. Reported procedure: 12.4 g (0.113 mol) of hydroquinone, 49.8 g of MTBE (0.566 mol, 5 eq.) and 21.5 g (0.113 mol, 1 eq.) of 85% benzenesulphonic acid are introduced, under a stream of nitrogen, into a 250 ml reactor. The medium is then brought to 60° C. After maintaining these conditions for 5 hours, 25 ml of hexane are added and the reaction medium is cooled to 20° C. and then filtered in order to obtain 17.8 g of wet cake. This filter cake is placed in an oven (35° C.) under maximum vacuum for 12 h to give 14.6 g ... Starting materials: C(=O)[O-].[NH4+] (ammonium formate), [N+](=O)([O-])C=1C=C(C(=O)NC2=CC3=C(N(C=N3)C(CC(=O)OCC)C3=CC=CC=C3)C=C2)C=CC1 (ethyl 3-{5-[(3-nitrobenzoyl)amino]-1H-benzimidazol-1-yl}-3-phenylpropanoate). Reagents/catalysts: [Pd] (palladium on carbon). Solvent: C(C)O (ethanol), O (water). Product: NC=1C=C(C(=O)NC2=CC3=C(N(C=N3)C(CC(=O)OCC)C3=CC=CC=C3)C=C2)C=CC1 (Ethyl 3-{5-[(3-aminobenzoyl)amino]-1H-benzimidazol-1-yl}-3-phenylpropanoate), Phase I. Reaction SMILES: [N+:1]([C:4]1[CH:5]=[C:6]([CH:32]=[CH:33][CH:34]=1)[C:7]([NH:9][C:10]1[CH:31]=[CH:30][C:13]2[N:14]([CH:17]([C:24]3[CH:29]=[CH:28][CH:27]=[CH:26][CH:25]=3)[CH2:18][C:19]([O:21][CH2:22][CH3:23])=[O:20])[CH:15]=[N:16][C:12]=2[CH:11]=1)=[O:8])([O-])=O.C([O-])=O.[NH4+]>C(O)C.O.[Pd]>[NH2:1][C:4]1[CH:5]=[C:6]([CH:32]=[CH:33][CH:34]=1)[C:7]([NH:9][C:10]1[CH:31]=[CH:30][C:13]2[N:14]([CH:17]([C:24]3[CH:25]=[CH:26][CH:27]=[CH:28][CH:29]=3)[CH2:18][C:19]([O:21][CH2:22][CH3:23])=[O:20])[CH:15]=[N:16][C:12]=2[CH:11]=1)=[O:8] |f:1.2|. Procedure: To a solution of ethyl 3-{5-[(3-nitrobenzoyl)amino]-1H-benzimidazol-1-yl}-3-phenylpropanoate (190 mg, 415 μmol) in a mixture of ethanol and water (4:1, 10 mL) was added palladium on carbon (38 mg, 10% w/w Pd) and ammonium formate (130 mg, 2.06 mmol). The suspension was heated to reflux for 2 hours, cooled to room temperature and filtered through a pad of Celite®. The filtrate was then evaporated in vacuo to afford the title compound, [LCMS (Method A, Mobile Phase I) RT=3.85 min, MH+ 429]. The reactants are BrC=1C=CC(=NC1)OC (5-bromo-2-methoxypyridine), C(C)(C)OB(OC(C)C)OC(C)C (triisopropylborate), [Li]CCCC (n-BuLi). Run in C1CCOC1 (THF). Conditions: time 16 hour. Yields the product COC1=CC=C(C=N1)B(O)O (6-methoxypyridin-3-ylboronic acid). As a reaction SMILES: Br[C:2]1[CH:3]=[CH:4][C:5]([O:8][CH3:9])=[N:6][CH:7]=1.C([O:13][B:14](OC(C)C)[O:15]C(C)C)(C)C.[Li]CCCC>C1COCC1>[CH3:9][O:8][C:5]1[N:6]=[CH:7][C:2]([B:14]([OH:15])[OH:13])=[CH:3][CH:4]=1. Procedure: To 5-bromo-2-methoxypyridine (8.25 g, 43.9 mmol) and triisopropylborate (10.3 g, 55.0 mmol) in THF (110 mL) at −80° C. was dropwise added n-BuLi (1.6M in hexanes, 30.1 mL, 48.2 mmol). The reaction mixture was gradually warmed to RT over 1 h and then stirred at RT for 16 h. The reaction mixture was quenched by addition of 1N aqueous HCl solution and stirred for 1 h. The aqueous layer was basified with 6N aqueous NaOH to pH=9, extracted with a mixture of EtOAc and Et2O. The aqueous layer was acidi... The reactants are CCOCC (ether), C(C)(C)(C)OC(=O)N1[C@H](CCC1)COC1=CC=C(C=C1)CC1=CC=C(C=C1)Br ((R)-2-[4-(4-Bromo-benzyl)-phenoxymethyl]-pyrrolidine-1-carboxylic acid tert-butyl ester), Cl (HCl). Solvent: O1CCOCC1 (dioxane). Conditions: time 16 hour. Yields the product Cl.BrC1=CC=C(CC2=CC=C(OC[C@@H]3NCCC3)C=C2)C=C1 ((R)-2-[4-(4-Bromo-benzyl)-phenoxymethyl]-pyrrolidine hydrogen chloride salt), hydrogen chloride salt. The yield is 80.0%. Reaction SMILES: C(OC([N:8]1[CH2:12][CH2:11][CH2:10][C@@H:9]1[CH2:13][O:14][C:15]1[CH:20]=[CH:19][C:18]([CH2:21][C:22]2[CH:27]=[CH:26][C:25]([Br:28])=[CH:24][CH:23]=2)=[CH:17][CH:16]=1)=O)(C)(C)C.[ClH:29].CCOCC>O1CCOCC1>[ClH:29].[Br:28][C:25]1[CH:26]=[CH:27][C:22]([CH2:21][C:18]2[CH:19]=[CH:20][C:15]([O:14][CH2:13][C@H:9]3[CH2:10][CH2:11][CH2:12][NH:8]3)=[CH:16][CH:17]=2)=[CH:23][CH:24]=1 |f:4.5|. Reported procedure: To a 20 mL vial which contained a solution the product from step 4 (130 mg, 0.3 mmol) in dioxane was added HCl (4 N in dioxane, 2 mL) at 0° C. The mixture was allowed to warm to rt and stirred at rt for 16 h. The solvent was reduced to 1 mL and ether (15 mL) was added to this vial. the resulting solid was filtered out and dried in vacuo to yield the title product as a hydrogen chloride salt (80 mg, 80%); LCMS; 99%, ESI+, (Calcd: 346.3, Found m/z: 347.6, (M+1), 348.1, (M+2). 1H NMR (400 MHz, DMSO... Starting materials: C[O-].[Na+] (sodium methylate), diethyl 2-nitro-4-chlorobenzyl phosphonate, [N+](=O)([O-])C1=C(C=O)C=CC(=C1)Cl (2-nitro-4-chlorobenzaldehyde). Run in C(C)O (ethanol), C(C)O (ethanol). Product: [N+](=O)([O-])C1=C(C=CC(=C1)Cl)\C=C\C1=C(C=C(C=C1)Cl)[N+](=O)[O-] (trans-2,2'-dinitro-4,4'-dichlorostilbene). The yield is 74.0%. RXN SMILES: C[O-].[Na+].[N+:4]([C:7]1[CH:14]=[C:13]([Cl:15])[CH:12]=[CH:11][C:8]=1[CH:9]=O)([O-:6])=[O:5]>C(O)C>[N+:4]([C:7]1[CH:14]=[C:13]([Cl:15])[CH:12]=[CH:11][C:8]=1/[CH:9]=[CH:9]/[C:8]1[CH:11]=[CH:12][C:13]([Cl:15])=[CH:14][C:7]=1[N+:4]([O-:6])=[O:5])([O-:6])=[O:5] |f:0.1|. Reported procedure: In a solution of 1.1 g. of sodium methylate in 32 ml. of ethanol, 6.2 g. of diethyl 2-nitro-4-chlorobenzyl phosphonate was dissolved. A solution of 3.7 g. of 2-nitro-4-chlorobenzaldehyde in 32 ml. of ethanol was dropwise added to said solution with stirring at ambient temperature. After the solution was stirred for 1 hour, the yellow crystalline materials formed were filtered and washed with a small amount of ethanol to give 5 g. (74% yield) of trans-2,2'-dinitro-4,4'-dichlorostilbene. Its recry...